Dataset: the Open Reaction Database (ORD), a public repository of structured organic reaction records. Task: describe an organic reaction: reactants, conditions, products, and yield The reactants are CC(C)(C)OC(=O)NCCN(CC(CCOCc1ccccc1)CN(CCNC(=O)OC(C)(C)C)C(=O)OC(C)(C)C)C(=O)OC(C)(C)C, CCO. Yields the product CC(C)(C)OC(=O)NCCN(CC(CCO)CN(CCNC(=O)OC(C)(C)C)C(=O)OC(C)(C)C)C(=O)OC(C)(C)C. Reaction SMILES: [C:1]([CH3:2])([CH3:3])([CH3:4])[O:5][C:6](=[O:7])[NH:8][CH2:9][CH2:10][N:11]([CH2:12][CH:13]([CH2:14][N:15]([CH2:16][CH2:17][NH:18][C:19](=[O:20])[O:21][C:22]([CH3:23])([CH3:24])[CH3:25])[C:26](=[O:27])[O:28][C:29]([CH3:30])([CH3:31])[CH3:32])[CH2:33][CH2:34][O:35][CH2:36][c:37]1[cH:38][cH:39][cH:40][cH:41][cH:42]1)[C:43](=[O:44])[O:45][C:46]([CH3:47])([CH3:48])[CH3:49].[CH3:50][CH2:51][OH:52]>>[C:1]([CH3:2])([CH3:3])([CH3:4])[O:5][C:6](=[O:7])[NH:8][CH2:9][CH2:10][N:11]([CH2:12][CH:13]([CH2:14][N:15]([CH2:16][CH2:17][NH:18][C:19](=[O:20])[O:21][C:22]([CH3:23])([CH3:24])[CH3:25])[C:26](=[O:27])[O:28][C:29]([CH3:30])([CH3:31])[CH3:32])[CH2:33][CH2:34][OH:35])[C:43](=[O:44])[O:45][C:46]([CH3:47])([CH3:48])[CH3:49].